This data is from the Open Reaction Database (ORD), a public repository of structured organic reaction records. The task is: describe an organic reaction: reactants, conditions, products, and yield Reactants: [H-].[Na+] (sodium hydride), CI (methyl iodide), C(#N)CC(=O)OCC (ethyl cyanoacetate), C1(CCCCC1)N=C=S (cyclohexyl isothiocyanate). Run in CN(C)C=O (DMF), O (water). Reaction conditions: time 1 hour. Product: C1(CCCCC1)NC(=C(C(=O)OCC)C#N)SC (Ethyl 3-cyclohexylamino-3-methylthio-2-cyanoacrylate). Yield: 97.0%. Reaction SMILES: [C:1]([CH2:3][C:4]([O:6][CH2:7][CH3:8])=[O:5])#[N:2].[H-].[Na+].[CH:11]1([N:17]=[C:18]=[S:19])[CH2:16][CH2:15][CH2:14][CH2:13][CH2:12]1.[CH3:20]I>CN(C=O)C.O>[CH:11]1([NH:17][C:18]([S:19][CH3:20])=[C:3]([C:1]#[N:2])[C:4]([O:6][CH2:7][CH3:8])=[O:5])[CH2:16][CH2:15][CH2:14][CH2:13][CH2:12]1 |f:1.2|. Procedure: To a solution of ethyl cyanoacetate (2.07 g, 18.3 mmol) in DMF (40 ml) was added under ice-cooling sodium hydride (0.77 g, 19.2 mmol). After stirring for one hour, cyclohexyl isothiocyanate (2.59 g, 18.3 mmol) was added dropwise. After stirring under ice-cooling for 1.5 hours, methyl iodide (2.60 g, 18.3 mmol) was added dropwise. After stirring at room temperature for 15 hours, water (400 ml) was added to the reaction mixture, which was then extracted with ethyl acetate (100 ml×2). The organic l... Starting materials: Intermediate Y, C(=O)[C@H]1[C@H](CC(N1C)=O)C1=CC=CC=C1 ((±)-(4R*,5R*)-5-formyl-1-methyl-4-phenylpyrrolidin-2-one), CCCC[N+](CCCC)(CCCC)CCCC.[F-] (TBAF), alcohol, aldehyde, C1(=CC=CC=C1)C=1SC=CC1 (2-phenylthiophene), [Li]CCCC (n-BuLi), N1C(CCC1)=O (pyrrolidin-2-one), C(C)[BH-](CC)CC.[Li+] (lithium triethylborohydride), ClC=1C=C(OC[C@H]2[C@H](CC(N2C)=O)C2=CC=CC=C2)C=CC1 ((±)-(4R*,5R*)-5-[(3-chlorophenoxy)methyl]-1-methyl-4-phenylpyrrolidin-2-one). Run in O (water), C1CCOC1 (THF). Reaction conditions: time 4 minute. The product is O[C@@H]([C@H]1[C@H](CC(N1C)=O)C1=CC=C(C=C1)O)C=1SC(=CC1)C1=CC=CC=C1 ((±)-(4R*,5R*)-5-[(1S*)-hydroxy(5-phenyl(2-thienyl))methyl]-4-(4-hydroxy-phenyl)-1-methylpyrrolidin-2-one). The yield is 82.0%. Reaction SMILES: C([BH-](CC)CC)C.[Li+].ClC1C=C(C=CC=1)[O:13][CH2:14][C@@H:15]1[N:19]([CH3:20])[C:18](=[O:21])[CH2:17][C@@H:16]1[C:22]1[CH:27]=[CH:26][CH:25]=[CH:24][CH:23]=1.C([C@@H]1N(C)C(=O)C[C@@H]1C1C=CC=CC=1)=[O:32].[C:46]1([C:52]2[S:53][CH:54]=[CH:55][CH:56]=2)[CH:51]=[CH:50][CH:49]=[CH:48][CH:47]=1.[Li]CCCC.N1CCCC1=O.CCCC[N+](CCCC)(CCCC)CCCC.[F-]>C1COCC1.O>[OH:13][C@H:14]([C:54]1[S:53][C:52]([C:46]2[CH:47]=[CH:48][CH:49]=[CH:50][CH:51]=2)=[CH:56][CH:55]=1)[C@@H:15]1[N:19]([CH3:20])[C:18](=[O:21])[CH2:17][C@@H:16]1[C:22]1[CH:23]=[CH:24][C:25]([OH:32])=[CH:26][CH:27]=1 |f:0.1,7.8|. Procedure: Intermediate Y was reduced with lithium triethylborohydride using the method described as Method 2 in the preparation of Intermediate T. The resulting alcohol was then subjected to Swern oxidation using the procedure described as Method 1 in the preparation of Intermediate Z, followed by a reaction of the resulting aldehyde with 2-phenylthiophene and n-BuLi in a manner analogous to that of Example 3a. The resulting product, (±)-(4R*,5R*)-5[(1S*)-hydroxy(5-phenyl(2-thienyl))methyl]-1-methyl-4-[4-... Starting materials: [Al+3], Cc1cc(NC(=O)OC(C)(C)C)c(C)c(C)c1O, [H-], [H-], [H-], [H-], [Li+], C1CCOC1, O. The product is CNc1cc(C)c(O)c(C)c1C. RXN SMILES: [Al+3:20].[C:1]([O:2][C:6](=[O:3])[NH:8][c:9]1[c:10]([CH3:18])[c:11]([CH3:17])[c:12]([OH:16])[c:13]([CH3:15])[cH:14]1)([CH3:4])([CH3:5])[CH3:7].[H-:19].[H-:22].[H-:23].[H-:24].[Li+:21].[O:26]1[CH2:27][CH2:28][CH2:29][CH2:30]1.[OH2:25]>>[CH3:6][NH:8][c:9]1[c:10]([CH3:18])[c:11]([CH3:17])[c:12]([OH:16])[c:13]([CH3:15])[cH:14]1. The reactants are [N+](=O)([O-])C1=C(C=CC=C1)N1C(C2=CC=CC=C2C1=O)=O (2-(2-nitrophenyl)isoindole-1,3-dione). Run in C1=CC=CC=C1 (benzene). Conditions: time 45 minute. Product: NC1=C(C=CC=C1)N1C(C2=CC=CC=C2C1=O)=O (2-(2-aminophenyl)-isoindole-1,3-dione). Isolated yield 28.3%. Reaction SMILES: [N+:1]([C:4]1[CH:9]=[CH:8][CH:7]=[CH:6][C:5]=1[N:10]1[C:18](=[O:19])[C:17]2[C:12](=[CH:13][CH:14]=[CH:15][CH:16]=2)[C:11]1=[O:20])([O-])=O>C1C=CC=CC=1>[NH2:1][C:4]1[CH:9]=[CH:8][CH:7]=[CH:6][C:5]=1[N:10]1[C:11](=[O:20])[C:12]2[C:17](=[CH:16][CH:15]=[CH:14][CH:13]=2)[C:18]1=[O:19]. Procedure details: To a suspension of the 2-(2-nitrophenyl)isoindole-1,3-dione (1.0 g, 3.50 mmol) in benzene, pre-sparged with nitrogen gas, was added 10% palladium on activated carbon (1.0 g). The reaction mixture was placed under an atmosphere of hydrogen gas and was vigorously stirred. After 45 minutes, the reaction mixture was filtered over celite and the filter pad was washed with benzene. Concentration in vacuo gave 236 mg (40%) of 2-(2-aminophenyl)-isoindole-1,3-dione as a yellow solid: 1H NMR (300 MHz, DMS... Starting materials: ClC=1C=C(C=CC1Cl)C=1C2=C(NCCN1)SC(=C2)CC (5-(3,4-dichlorophenyl)-7-ethyl-2,3-dihydro-1H-thieno[2,3-e][1,4]diazepine), CN(C(=O)Cl)C (dimethylcarbamoyl chloride). The solvent is N1=CC=CC=C1 (pyridine). Run at temperature 60 celsius, time 24 hour. Yields the product Cl.ClC=1C=C(C=CC1Cl)C=1C2=C(N(CCN1)C(N(C)C)=O)SC(=C2)CC (5-(3,4-dichlorophenyl)-7-ethyl-1-dimethylcarbamoyl-2,3-dihydro-1H-thieno[2,3-e][1,4]diazepine hydrochloride). Isolated yield 69.8%. RXN SMILES: [Cl:1][C:2]1[CH:3]=[C:4]([C:9]2[C:10]3[CH:18]=[C:17]([CH2:19][CH3:20])[S:16][C:11]=3[NH:12][CH2:13][CH2:14][N:15]=2)[CH:5]=[CH:6][C:7]=1[Cl:8].[CH3:21][N:22]([CH3:26])[C:23](Cl)=[O:24]>N1C=CC=CC=1>[ClH:1].[Cl:1][C:2]1[CH:3]=[C:4]([C:9]2[C:10]3[CH:18]=[C:17]([CH2:19][CH3:20])[S:16][C:11]=3[N:12]([C:23](=[O:24])[N:22]([CH3:26])[CH3:21])[CH2:13][CH2:14][N:15]=2)[CH:5]=[CH:6][C:7]=1[Cl:8] |f:3.4|. Procedure details: To a suspension of 2.8 g of 5-(3,4-dichlorophenyl)-7-ethyl-2,3-dihydro-1H-thieno[2,3-e][1,4]diazepine in 50 ml of pyridine is added 1.3 g of dimethylcarbamoyl chloride, and stirred for 24 hours at 60° C. Then pyridine is evaporated under reduced pressure. To the residue is added acetone to crystallize. The crude crystals obtained are recrystallized from ethanol to give 1.3 g of 5-(3,4-dichlorophenyl)-7-ethyl-1-dimethylcarbamoyl-2,3-dihydro-1H-thieno[2,3-e][1,4]diazepine hydrochloride as pale yel... The reactants are CN(/C=C/C(=O)C1=NN(C=CC1=O)C1=CC(=CC=C1)S(=O)(=O)C)C (3-((E)-3-dimethylamino-acryloyl)-1-(3-methansulfonyl-phenyl)-1H-pyridazin-4-one), COC(C1=CC(=CC=C1)NN)=O (3-hydrazino-benzoic acid methyl ester). The product is COC(C1=CC(=CC=C1)N1N=CC=C1C1=NN(C=CC1=O)C1=CC(=CC=C1)S(=O)(=O)C)=O (3-{5-[1-(3-Methanesulfonyl-phenyl)-4-oxo-1,4-dihydro-pyridazin-3-yl]-pyrazol-1-yl}-benzoic acid methyl ester). Reaction SMILES: C[N:2](C)/[CH:3]=[CH:4]/[C:5]([C:7]1[C:12](=[O:13])[CH:11]=[CH:10][N:9]([C:14]2[CH:19]=[CH:18][CH:17]=[C:16]([S:20]([CH3:23])(=[O:22])=[O:21])[CH:15]=2)[N:8]=1)=O.[CH3:25][O:26][C:27](=[O:36])[C:28]1[CH:33]=[CH:32][CH:31]=[C:30]([NH:34]N)[CH:29]=1>>[CH3:25][O:26][C:27](=[O:36])[C:28]1[CH:33]=[CH:32][CH:31]=[C:30]([N:34]2[C:5]([C:7]3[C:12](=[O:13])[CH:11]=[CH:10][N:9]([C:14]4[CH:19]=[CH:18][CH:17]=[C:16]([S:20]([CH3:23])(=[O:22])=[O:21])[CH:15]=4)[N:8]=3)=[CH:4][CH:3]=[N:2]2)[CH:29]=1. Procedure: Reaction of 3-((E)-3-dimethylamino-acryloyl)-1-(3-methansulfonyl-phenyl)-1H-pyridazin-4-one (A-7) and 3-hydrazino-benzoic acid methyl ester according to example 43 gave the desired product. MS: M=451.0 (M+H)+